From a dataset of the Open Reaction Database (ORD), a public repository of structured organic reaction records. describe an organic reaction: reactants, conditions, products, and yield Starting materials: [Br-], CN(C)Cc1ccc(C(O)Cc2cc(Cl)c3cccnc3c2OCc2ccccc2)o1, Cc1ccccc1, CN(C)C=O, [Li+], C1CCC2=NCCCN2CC1, [N-]=[N+]=NP(=O)(c1ccccc1)c1ccccc1. The product is CN(C)Cc1ccc(C(Cc2cc(Cl)c3cccnc3c2OCc2ccccc2)N=[N+]=[N-])o1. Reaction SMILES: [Br-:73].[CH2:1]([c:2]1[cH:3][cH:4][cH:5][cH:6][cH:7]1)[O:8][c:9]1[c:10]([CH2:20][CH:21]([OH:22])[c:23]2[o:24][c:25]([CH2:28][N:29]([CH3:30])[CH3:31])[cH:26][cH:27]2)[cH:11][c:12]([Cl:19])[c:13]2[cH:14][cH:15][cH:16][n:17][c:18]12.[CH3:60][c:61]1[cH:62][cH:63][cH:64][cH:65][cH:66]1.[CH3:67][N:68]([CH3:69])[CH:70]=[O:71].[Li+:72].[N:49]12[CH2:50][CH2:51][CH2:52][N:53]=[C:54]1[CH2:55][CH2:56][CH2:57][CH2:58][CH2:59]2.[c:32]1([P:33]([c:34]2[cH:35][cH:36][cH:37][cH:38][cH:39]2)(=[O:40])[N:46]=[N+:47]=[N-:48])[cH:41][cH:42][cH:43][cH:44][cH:45]1>>[CH2:1]([c:2]1[cH:3][cH:4][cH:5][cH:6][cH:7]1)[O:8][c:9]1[c:10]([CH2:20][CH:21]([c:23]2[o:24][c:25]([CH2:28][N:29]([CH3:30])[CH3:31])[cH:26][cH:27]2)[N:46]=[N+:47]=[N-:48])[cH:11][c:12]([Cl:19])[c:13]2[cH:14][cH:15][cH:16][n:17][c:18]12. Starting materials: [BH4-], CCOC(=O)CCCCCCN1C(=O)C(C)(C)CC1C=CC(=O)c1ccc(C(F)(F)F)o1, CO, [Na+]. Product: CCOC(=O)CCCCCCN1C(=O)C(C)(C)CC1C=CC(O)c1ccc(C(F)(F)F)o1. Reaction SMILES: [BH4-:1].[CH2:3]([CH3:4])[O:5][C:6]([CH2:7][CH2:8][CH2:9][CH2:10][CH2:11][CH2:12][N:13]1[C:14](=[O:33])[C:15]([CH3:31])([CH3:32])[CH2:16][CH:17]1[CH:18]=[CH:19][C:20]([c:21]1[o:22][c:23]([C:26]([F:27])([F:28])[F:29])[cH:24][cH:25]1)=[O:30])=[O:34].[CH3:35][OH:36].[Na+:2]>>[CH2:3]([CH3:4])[O:5][C:6]([CH2:7][CH2:8][CH2:9][CH2:10][CH2:11][CH2:12][N:13]1[C:14](=[O:33])[C:15]([CH3:31])([CH3:32])[CH2:16][CH:17]1[CH:18]=[CH:19][CH:20]([c:21]1[o:22][c:23]([C:26]([F:27])([F:28])[F:29])[cH:24][cH:25]1)[OH:30])=[O:34]. Reactants: CN(C)C=C1C(N(C(S1)=O)CCCCSC1=CC=CC=2N1C=CN2)=O (5-(dimethylamino)methylene-3-[4-(imidazo[1,2-a]pyridin-5-ylthio)butyl]thiazolidine-2,4-dione), Cl (hydrochloric acid). The solvent is CO (methanol). Product: Cl.Cl.CN(C)C=C1C(N(C(S1)=O)CCCCSC1=CC=CC=2N1C=CN2)=O (5-(dimethylamino)methylene-3-[4-(imidazo[1,2-a]pyridin-5-ylthio)butyl]thiazolidine-2,4-dione dihydrochloride). As a reaction SMILES: [CH3:1][N:2]([CH:4]=[C:5]1[S:9][C:8](=[O:10])[N:7]([CH2:11][CH2:12][CH2:13][CH2:14][S:15][C:16]2[N:21]3[CH:22]=[CH:23][N:24]=[C:20]3[CH:19]=[CH:18][CH:17]=2)[C:6]1=[O:25])[CH3:3].[ClH:26]>CO>[ClH:26].[ClH:26].[CH3:1][N:2]([CH:4]=[C:5]1[S:9][C:8](=[O:10])[N:7]([CH2:11][CH2:12][CH2:13][CH2:14][S:15][C:16]2[N:21]3[CH:22]=[CH:23][N:24]=[C:20]3[CH:19]=[CH:18][CH:17]=2)[C:6]1=[O:25])[CH3:3] |f:3.4.5|. Procedure details: To a solution of 310 mg (0.823 mmol) of 5-(dimethylamino)methylene-3-[4-(imidazo[1,2-a]pyridin-5-ylthio)butyl]thiazolidine-2,4-dione in 10 ml of methanol, concentrated hydrochloric acid was added. After the solvent was distilled off, the residue was washed with diethyl ether to yield 311 mg (84.1%, white powder) of the desired product. The reactants are C([O-])(O)=O.[K+] (potassiumbicarbonate), Cl.O=C1C[C@H](NC1)C(=O)OC ((S)-Methyl 4-oxopyrrolidine-2-carboxylate HCl salt), C(C1=CC=CC=C1)OC(=O)Cl (benzylchloroformate). The solvent is DI-water, O1CCOCC1 (1,4-dioxane). Conditions: time 8 hour. Product: O=C1C[C@H](N(C1)C(=O)OCC1=CC=CC=C1)C(=O)OC ((S)-1-benzyl 2-methyl 4-oxopyrrolidine-1,2-dicarboxylate). RXN SMILES: Cl.[O:2]=[C:3]1[CH2:7][NH:6][C@H:5]([C:8]([O:10][CH3:11])=[O:9])[CH2:4]1.C(=O)(O)[O-].[K+].[CH2:17]([O:24][C:25](Cl)=[O:26])[C:18]1[CH:23]=[CH:22][CH:21]=[CH:20][CH:19]=1>O1CCOCC1>[O:2]=[C:3]1[CH2:7][N:6]([C:25]([O:24][CH2:17][C:18]2[CH:23]=[CH:22][CH:21]=[CH:20][CH:19]=2)=[O:26])[C@H:5]([C:8]([O:10][CH3:11])=[O:9])[CH2:4]1 |f:0.1,2.3|. Procedure details: (S)-Methyl 4-oxopyrrolidine-2-carboxylate HCl salt (9.4 g, 52.6 mmol) was dissolved in 1,4-dioxane (210 mL) and a solution of potassiumbicarbonate (13.2 g, 131.5 mmol) in DI-water (70 mL) was added at 0° C., followed by slow addition of benzylchloroformate (15 mL, 105.2 mmol). The mixture was then let warm up to room temperature and it was stirred overnight. The resulting crude mixture was concentrated down as much as possible on the rotovap and it was diluted with EtOAc and washed twice with sa... Starting materials: C(#N)C=1C=C2CN(CC2=CC1)C(=O)NC1=CC=C(C=C1)C(NCCC)=O (5-cyano-N-(4-(propylcarbamoyl)phenyl)isoindoline-2-carboxamide), S(O)(O)(=O)=O (sulfuric acid). Run in FC(C(=O)O)(F)F (trifluoroacetic acid). Conditions: time 10 minute. The product is C(CC)NC(=O)C1=CC=C(C=C1)NC(=O)N1CC2=CC=C(C=C2C1)C(=O)N (N2-[4-(propylcarbamoyl)phenyl]-1,3-dihydro-2H-isoindole-2,5-dicarboxamide). RXN SMILES: [C:1]([C:3]1[CH:4]=[C:5]2[C:9](=[CH:10][CH:11]=1)[CH2:8][N:7]([C:12]([NH:14][C:15]1[CH:20]=[CH:19][C:18]([C:21](=[O:26])[NH:22][CH2:23][CH2:24][CH3:25])=[CH:17][CH:16]=1)=[O:13])[CH2:6]2)#[N:2].S(=O)(=O)(O)[OH:28]>FC(F)(F)C(O)=O>[CH2:23]([NH:22][C:21]([C:18]1[CH:19]=[CH:20][C:15]([NH:14][C:12]([N:7]2[CH2:6][C:5]3[C:9](=[CH:10][CH:11]=[C:3]([C:1]([NH2:2])=[O:28])[CH:4]=3)[CH2:8]2)=[O:13])=[CH:16][CH:17]=1)=[O:26])[CH2:24][CH3:25]. Reported procedure: A solution of 5-cyano-N-(4-(propylcarbamoyl)phenyl)isoindoline-2-carboxamide (30 mg, 0.9 mmol) in sulfuric acid (0.1 mL) and trifluoroacetic acid (0.3 mL) was stirred at room temperature for 16 hours. The reaction was treated with ice and the suspension was stirred for 10 minutes and filtered. The solid collected was washed with water and dried under vacuum; the solid was purified by reverse-phase HPLC to provide the title compound. 1H NMR (300 MHz, DMSO-d6) δ ppm 8.61 (s, 1H), 8.26 (t, J=5.7 Hz... The reactants are CC(C)(C)OC(=O)Cn1cc(Cl)c2ccc(O)cc21, O=C([O-])[O-], CC(C)=O, Cc1nc(-c2ccc(C(F)(F)F)cc2)sc1CCl, [Cs+], [Cs+], [I-], [K+]. Yields the product Cc1nc(-c2ccc(C(F)(F)F)cc2)sc1COc1ccc2c(Cl)cn(CC(=O)OC(C)(C)C)c2c1. Reaction SMILES: [C:1]([CH3:2])([CH3:3])([CH3:4])[O:5][C:6]([CH2:7][n:8]1[cH:9][c:10]([Cl:18])[c:11]2[cH:12][cH:13][c:14]([OH:17])[cH:15][c:16]12)=[O:19].[C:38](=[O:39])([O-:40])[O-:41].[CH3:46][C:47](=[O:48])[CH3:49].[Cl:20][CH2:21][c:22]1[c:23]([CH3:37])[n:24][c:25](-[c:27]2[cH:28][cH:29][c:30]([C:33]([F:34])([F:35])[F:36])[cH:31][cH:32]2)[s:26]1.[Cs+:42].[Cs+:43].[I-:45].[K+:44]>>[C:1]([CH3:2])([CH3:3])([CH3:4])[O:5][C:6]([CH2:7][n:8]1[cH:9][c:10]([Cl:18])[c:11]2[cH:12][cH:13][c:14]([O:17][CH2:21][c:22]3[c:23]([CH3:37])[n:24][c:25](-[c:27]4[cH:28][cH:29][c:30]([C:33]([F:34])([F:35])[F:36])[cH:31][cH:32]4)[s:26]3)[cH:15][c:16]12)=[O:19]. Starting materials: [BH4-], CN, CO, [Na+], O, O=Cc1ccc2[nH]ccc2c1. Yields the product CNCc1ccc2[nH]ccc2c1. Reaction SMILES: [BH4-:14].[CH3:12][NH2:13].[CH3:17][OH:18].[Na+:15].[OH2:16].[nH:1]1[cH:2][cH:3][c:4]2[cH:5][c:6]([CH:10]=[O:11])[cH:7][cH:8][c:9]12>>[nH:1]1[cH:2][cH:3][c:4]2[cH:5][c:6]([CH2:10][NH:13][CH3:12])[cH:7][cH:8][c:9]12. The reactants are O (water), C1(=CC=CC=C1)OCC (phenetole), ClC(CC(C)(C)Cl)(Cl)Cl (1,1,1,3-tetrachloro-3-methyl-butane), [Al+3].[Cl-].[Cl-].[Cl-] (AlCl3). Run in ClCCl (dichloromethane). Run at time 4 hour. Product: ClC(CC(C)(C)C1=CC=C(C=C1)OCC)(Cl)Cl (1,1,1-trichloro-3-p-ethoxyphenyl-3methyl-butane). Isolated yield 20.3%. As a reaction SMILES: [C:1]1([O:7][CH2:8][CH3:9])[CH:6]=[CH:5][CH:4]=[CH:3][CH:2]=1.[Cl:10][C:11]([Cl:18])([Cl:17])[CH2:12][C:13](Cl)([CH3:15])[CH3:14].[Al+3].[Cl-].[Cl-].[Cl-].O>ClCCl>[Cl:10][C:11]([Cl:18])([Cl:17])[CH2:12][C:13]([C:4]1[CH:5]=[CH:6][C:1]([O:7][CH2:8][CH3:9])=[CH:2][CH:3]=1)([CH3:15])[CH3:14] |f:2.3.4.5|. Procedure details: A mixture of 61 g (0.5 mol) of phenetole and 105 g (0.5 mol) of 1,1,1,3-tetrachloro-3-methyl-butane is added slowly with stirring at 0° C. to a suspension of 66.5 g (0.5 mol) of AlCl3 in 100 ml of dichloromethane. After stirring for 4 hours, 1,000 ml of water are added to the reaction mixture with ice-cooling. The mixture is extracted several times with dichloromethane and, after drying, the combined extracts are worked up by distillation. 30 g (=20% of theory) of 1,1,1-trichloro-3-p-ethoxypheny... The reactants are CN (methylamine), liquid, CN (methylamine), ClCC(=O)N1CCC2=C(CC1)C=C1C(=C2)OCO1 (3-chloroacetyl-2,3,4,5-tetrahydro-7,8-methylenedioxy-1H-3-benzazepine). Run in O1CCCC1 (tetrahydrofuran), CO (methanol). Conditions: time 20 hour. The product is Cl.CNCC(=O)N1CCC2=C(CC1)C=C1C(=C2)OCO1 (2,3,4,5-Tetrahydro-3-methylaminoacetyl-7,8-methylenedioxy-1H-3-benzazepine hydrochloride). As a reaction SMILES: [Cl:1][CH2:2][C:3]([N:5]1[CH2:11][CH2:10][C:9]2[CH:12]=[C:13]3[O:18][CH2:17][O:16][C:14]3=[CH:15][C:8]=2[CH2:7][CH2:6]1)=[O:4].[CH3:19][NH2:20]>O1CCCC1.CO>[ClH:1].[CH3:19][NH:20][CH2:2][C:3]([N:5]1[CH2:11][CH2:10][C:9]2[CH:12]=[C:13]3[O:18][CH2:17][O:16][C:14]3=[CH:15][C:8]=2[CH2:7][CH2:6]1)=[O:4] |f:4.5|. Procedure: 13.5 g (0.05 mole) of 3-chloroacetyl-2,3,4,5-tetrahydro-7,8-methylenedioxy-1H-3-benzazepine was dissolved in 250 ml of dry tetrahydrofuran and the solution added to approximately 150 ml of liquid methylamine at -78°. The mixture was stirred for 20 hours allowing the temperature to rise to 22° during this interval after which it was warmed on the steambath to drive out the excess methylamine. The white solid that had formed was filtered off and washed with tetrahydrofuran. Distillation of the sol...